Dataset: the Open Reaction Database (ORD), a public repository of structured organic reaction records. Task: describe an organic reaction: reactants, conditions, products, and yield RXN SMILES: [F:1][C:2]([F:19])([F:18])[C:3]1[CH:12]=[C:11]2[C:6]([CH2:7][CH2:8][CH:9]([CH2:14][C:15]([OH:17])=O)[C:10]2=O)=[CH:5][CH:4]=1.[C:20]1([NH:26][NH2:27])[CH:25]=[CH:24][CH:23]=[CH:22][CH:21]=1>C(O)C>[C:20]1([N:26]2[C:15](=[O:17])[CH2:14][CH:9]3[C:10]([C:11]4[CH:12]=[C:3]([C:2]([F:1])([F:19])[F:18])[CH:4]=[CH:5][C:6]=4[CH2:7][CH2:8]3)=[N:27]2)[CH:25]=[CH:24][CH:23]=[CH:22][CH:21]=1. The product is C1(=CC=CC=C1)N1N=C2C3=C(CCC2CC1=O)C=CC(=C3)C(F)(F)F (2-phenyl-9-trifluoromethyl-4,4a,5,6-tetrahydrobenzo[h]cinnolin-3(2H)-one). The reactants are FC(C1=CC=C2CCC(C(C2=C1)=O)CC(=O)O)(F)F (7-trifluoromethyl-1,2,3,4-tetrahydro-1-oxo-2-naphthaleneacetic acid), C1(=CC=CC=C1)NN (phenylhydrazine). Procedure details: After a mixture of 7-trifluoromethyl-1,2,3,4-tetrahydro-1-oxo-2-naphthaleneacetic acid and phenylhydrazine in ethanol is refluxed under heating for 10 hours, the ethanol is distilled off. To the residue is added acetic acid and the mixture is refluxed under heating for 7 hours. After the acetic acid is distilled off, the residue is extracted with chloroform and the extract is washed with water and dried over magnesium sulfate anhydride. The chloroform is distilled off to give 2-phenyl-9-trifluor... Solvent: C(C)O (ethanol). Starting materials: C(=O)(C(F)(F)F)O (TFA), [OH-].[Na+] (NaOH), BrC1=CC(=C(C=C1)N1C(=NC(C1)(C(=O)OCC)O)C(C)(C)C1=C(C=CC=C1Cl)Cl)F (ethyl 1-(4-bromo-2-fluorophenyl)-2-(2-(2,6-dichlorophenyl)propan-2-yl)-4-hydroxy-4,5-dihydro-1H-imidazole-4-carboxylate), alcohol. The solvent is CCO (EtOH), C(Cl)Cl (CH2Cl2). Conditions: temperature 95 celsius, time 2.5 hour. Product: BrC1=CC(=C(C=C1)N1C(=NC(=C1)C(=O)OCC)C(C)(C)C1=C(C=CC=C1Cl)Cl)F (ethyl 1-(4-bromo-2-fluorophenyl)-2-(2-(2,6-dichlorophenyl)propan-2-yl)-1H-imidazole-4-carboxylate). The yield is 87.6%. Reaction SMILES: [Br:1][C:2]1[CH:7]=[CH:6][C:5]([N:8]2[CH2:12][C:11](O)([C:13]([O:15][CH2:16][CH3:17])=[O:14])[N:10]=[C:9]2[C:19]([C:22]2[C:27]([Cl:28])=[CH:26][CH:25]=[CH:24][C:23]=2[Cl:29])([CH3:21])[CH3:20])=[C:4]([F:30])[CH:3]=1.C(O)(C(F)(F)F)=O.[OH-].[Na+]>CCO.C(Cl)Cl>[Br:1][C:2]1[CH:7]=[CH:6][C:5]([N:8]2[CH:12]=[C:11]([C:13]([O:15][CH2:16][CH3:17])=[O:14])[N:10]=[C:9]2[C:19]([C:22]2[C:27]([Cl:28])=[CH:26][CH:25]=[CH:24][C:23]=2[Cl:29])([CH3:20])[CH3:21])=[C:4]([F:30])[CH:3]=1 |f:2.3|. Procedure: To a mixture of ethyl 1-(4-bromo-2-fluorophenyl)-2-(2-(2,6-dichlorophenyl)propan-2-yl)-4-hydroxy-4,5-dihydro-1H-imidazole-4-carboxylate (38 g, 73 mmol) in EtOH (200 mL) was added TFA (25.0 g, 220 mmol). The mixture was subsequently heated to 95° C. HPLC analysis after 2.5 hours showed <1% of alcohol intermediate remaining The mixture was diluted with 300 mL of CH2Cl2 and cooled to approximately 5° C. with an ice bath. The mixture was neutralized with 1N NaOH (120 mL) and the organic layer was se... The reactants are C(C)C1=CN=CC2=CC=CC(=C12)NC1CCN(CC1)C(=O)OC(C)(C)C (4-(4-ethyl-5-isoquinolyl)amino-1-(tert-butoxycarbonyl)piperidine), Cl.CO (hydrogen chloride methanol). The product is Cl.C(C)C1=CN=CC2=CC=CC(=C12)NC1CCNCC1 (4-(4-ethyl-5-isoquinolyl)aminopiperidine hydrochloride). Reaction SMILES: [CH2:1]([C:3]1[C:12]2[C:7](=[CH:8][CH:9]=[CH:10][C:11]=2[NH:13][CH:14]2[CH2:19][CH2:18][N:17](C(OC(C)(C)C)=O)[CH2:16][CH2:15]2)[CH:6]=[N:5][CH:4]=1)[CH3:2].[ClH:27].CO>>[ClH:27].[CH2:1]([C:3]1[C:12]2[C:7](=[CH:8][CH:9]=[CH:10][C:11]=2[NH:13][CH:14]2[CH2:19][CH2:18][NH:17][CH2:16][CH2:15]2)[CH:6]=[N:5][CH:4]=1)[CH3:2] |f:1.2,3.4|. Procedure: According to the method of Example 1, Step C, deprotection was performed (50° C., 2 hours) by using Intermediate 82 (93.7 mg) and 10% hydrogen chloride/methanol solution (2 ml). The reaction mixture was cooled to room temperature, and then the solvent was evaporated under reduced pressure. The residue was added with methanol (1 ml) and diethyl ether (3 ml). The deposited precipitates were collected by filtration and washed with diethyl ether to obtain the title compound (63.2 mg) as light yellow... Reaction SMILES: [NH2:1][C:2]1[CH:7]=[C:6]([CH2:8][CH2:9][CH2:10][CH2:11][CH2:12][CH3:13])[CH:5]=[CH:4][C:3]=1[OH:14].[CH2:15]([C:23]1[CH:31]=[CH:30][C:26]([C:27]([O-])=O)=[CH:25][CH:24]=1)[CH2:16][CH2:17][CH2:18][CH2:19][CH2:20][CH2:21][CH3:22]>O>[CH2:15]([C:23]1[CH:31]=[CH:30][C:26]([C:27]2[O:14][C:3]3[CH:4]=[CH:5][C:6]([CH2:8][CH2:9][CH2:10][CH2:11][CH2:12][CH3:13])=[CH:7][C:2]=3[N:1]=2)=[CH:25][CH:24]=1)[CH2:16][CH2:17][CH2:18][CH2:19][CH2:20][CH2:21][CH3:22]. Yields the product C(CCCCCCC)C1=CC=C(C=C1)C=1OC2=C(N1)C=C(C=C2)CCCCCC (2-(4-octylphenyl)-5-hexylbenzoxazole). Run at temperature 250 celsius, time 3.5 hour. Reactants: polyphosphoric acid, NC1=C(C=CC(=C1)CCCCCC)O (2-amino-4-hexylphenol), C(CCCCCCC)C1=CC=C(C(=O)[O-])C=C1 (4-octylbenzoate). Reported procedure: In a 50 ml-round-bottomed flask, 19 g of polyphosphoric acid, 0.30 g (1.55 mM) of 2-amino-4-hexylphenol and 0.37 g (1.58 mM) of 4-octylbenzoate acid were placed, followed by stirring for 3.5 hours at about 250° C. After the reaction, the reaction mixture was poured into water to precipitate a crystal. The crystal was recovered by filtration and was washed with 10% K2CO3. The crystal was dissolved in ethyl acetate and washed with water, followed by drying with anhydrous sodium sulfate and distill... The solvent is O (water). Isolated yield 28.0%. The reactants are Oc1ccccc1Br, CC(C)=O, CCI, [K+], [K+], O=C([O-])[O-]. Product: CCOc1ccccc1Br. As a reaction SMILES: [Br:1][c:2]1[c:3]([OH:8])[cH:4][cH:5][cH:6][cH:7]1.[CH3:18][C:19](=[O:20])[CH3:21].[I:15][CH2:16][CH3:17].[K+:10].[K+:9].[O-:11][C:12]([O-:13])=[O:14]>>[Br:1][c:2]1[c:3]([O:8][CH2:16][CH3:17])[cH:4][cH:5][cH:6][cH:7]1. Reactants: Cl (HCl), [N+](=O)([O-])C1=CC=C(C2=CC=CC=C12)C[C@H](N)C(=O)O (3-(4-nitro-1-naphthyl)alanine), C(=O)(O)[O-].[Na+] (NaHCO3), COC(=O)Cl (methylchloroformate). Solvent: O1CCOCC1 (dioxane). Conditions: time 3 hour. Yields the product COC(=O)NC(C(=O)O)CC1=CC=C(C2=CC=CC=C12)[N+](=O)[O-] (2-methoxycarbonylamino-3-(4-nitro-naphthalen-1-yl)-propionic acid). RXN SMILES: [N+:1]([C:4]1[C:13]2[C:8](=[CH:9][CH:10]=[CH:11][CH:12]=2)[C:7]([CH2:14][C@@H:15]([C:17]([OH:19])=[O:18])[NH2:16])=[CH:6][CH:5]=1)([O-:3])=[O:2].C([O-])(O)=O.[Na+].[CH3:25][O:26][C:27](Cl)=[O:28].Cl>O1CCOCC1>[CH3:25][O:26][C:27]([NH:16][CH:15]([CH2:14][C:7]1[C:8]2[C:13](=[CH:12][CH:11]=[CH:10][CH:9]=2)[C:4]([N+:1]([O-:3])=[O:2])=[CH:5][CH:6]=1)[C:17]([OH:19])=[O:18])=[O:28] |f:1.2|. Procedure: A mixture of 3-(4-nitro-1-naphthyl)alanine (0.65 g, 2.5 mmol), aqueous NaHCO3 (5 mL) and methylchloroformate (230 uL, 3 mmol, 1.2 eq) in dioxane (10 mL) was stirred for 3 hours, acidified to a ph <3 with aqueous 2N HCl and extracted with ethyl acetate. The combined organic layers was washed with water (1×25 mL), brine(1×25 mL), dried (MgSO4), filtered and concentrated under reduce pressure to provide the titled compound. MS (APCI(+)) m/e 319 (M+H)+. Starting materials: C(=O)(C(=O)Cl)Cl ((COCl)2), COC(C1=CC(C(=O)O)=CC(=C1)N1C(CCC1)=O)=O (5-(2-oxo-pyrrolidin-1-yl)-isophthalic acid monomethyl ester), C(CC)N (propylamine). The reagents and catalysts are CN(C)C=O (DMF). Run in C(Cl)Cl (CH2Cl2). Conditions: time 1 hour. The product is COC(C1=CC(C(=O)NCCC)=CC(=C1)N1C(CCC1)=O)=O (5-(2-Oxo-pyrrolidin-1-yl)-N-propyl-isophthalamic acid methyl ester). Yield: 17.4%. Reaction SMILES: [CH3:1][O:2][C:3](=[O:19])[C:4]1[CH:12]=[C:11]([N:13]2[CH2:17][CH2:16][CH2:15][C:14]2=[O:18])[CH:10]=[C:6]([C:7]([OH:9])=O)[CH:5]=1.C(Cl)(C(Cl)=O)=O.[CH2:26]([NH2:29])[CH2:27][CH3:28]>C(Cl)Cl.CN(C=O)C>[CH3:1][O:2][C:3](=[O:19])[C:4]1[CH:12]=[C:11]([N:13]2[CH2:17][CH2:16][CH2:15][C:14]2=[O:18])[CH:10]=[C:6]([C:7]([NH:29][CH2:26][CH2:27][CH3:28])=[O:9])[CH:5]=1. Procedure: A suspension of 5-(2-oxo-pyrrolidin-1-yl)-isophthalic acid monomethyl ester (A75) (200 mg, 76 mmol, 1 equiv) in CH2Cl2 (20 ml) at room temperature was treated with a few drops of DMF followed by (COCl)2 (100 mg, 0.8 mmol, 1.1 equiv). The resulting mixture was stirred for 1 h and then propylamine (140 mg, 2.4 mmol, 3.3 equiv) was added and the resulting solution was stirred for 30 min. The solution was then washed with 2N aqueous HCl solution (30 ml), saturated aqueous NaHCO3 solution (30 ml), dr... Starting materials: COC(CC1=CC(=C(C=C1)Cl)OCCN1C(CN(CC1C)C1=CC=CC=C1)(C)C(N)=O)=O ([4-chloro-3-[2-(2,6-dimethyl-4-phenyl carbamoyl piperazine-1-yl)ethoxy]phenyl]acetic acid methyl ester), [OH-].[Na+] (sodium hydroxide), Cl (hydrochloric acid). The solvent is O1CCCC1 (tetrahydrofuran). Conditions: time 4 hour. Product: ClC1=C(C=C(C=C1)CC(=O)O)OCCN1C(CN(CC1C)C1=CC=CC=C1)(C)C(N)=O ([4-chloro-3-[2-(2,6-dimethyl-4-phenyl carbamoyl piperazine-1-yl)ethoxy]phenyl]acetic acid). Isolated yield 37.1%. Reaction SMILES: C[O:2][C:3](=[O:32])[CH2:4][C:5]1[CH:10]=[CH:9][C:8]([Cl:11])=[C:7]([O:12][CH2:13][CH2:14][N:15]2[CH:20]([CH3:21])[CH2:19][N:18]([C:22]3[CH:27]=[CH:26][CH:25]=[CH:24][CH:23]=3)[CH2:17][C:16]2([C:29](=[O:31])[NH2:30])[CH3:28])[CH:6]=1.[OH-].[Na+].Cl>O1CCCC1>[Cl:11][C:8]1[CH:9]=[CH:10][C:5]([CH2:4][C:3]([OH:32])=[O:2])=[CH:6][C:7]=1[O:12][CH2:13][CH2:14][N:15]1[CH:20]([CH3:21])[CH2:19][N:18]([C:22]2[CH:27]=[CH:26][CH:25]=[CH:24][CH:23]=2)[CH2:17][C:16]1([C:29](=[O:31])[NH2:30])[CH3:28] |f:1.2|. Reported procedure: A mixture of [4-chloro-3-[2-(2,6-dimethyl-4-phenyl carbamoyl piperazine-1-yl)ethoxy]phenyl]acetic acid methyl ester (50 mg), 2N sodium hydroxide (0.1 mL) and tetrahydrofuran (1 mL) was stirred at room temperature for 4 hours. After neutralizing with 2N hydrochloric acid, the mixture was extracted with ethyl acetate. The organic layer was washed with brine, and dried over magnesium sulphate. The solvent was evaporated under reduced pressure. The residue was purified by column chromatograph on sil... Reactants: ClCC(=O)NNC=1C=CC2=C(N=C(C(N2)=O)C2=CC=CC=C2)N1 (2-chloro-N′-(2-oxo-3-phenyl-1,2-dihydropyrido[2,3-b]pyrazin-6-yl)acetohydrazide), P(=O)(Cl)(Cl)Cl (phosphoryl chloride). Run at temperature 150 celsius. The product is ClC=1N=C2C(=NC1C1=CC=CC=C1)N1C(C=C2)=NN=C1CCl (3-chloro-9-(chloromethyl)-2-phenyl[1,2,4]triazolo[4′,3′:1,6]pyrido[2,3-b]-pyrazine). As a reaction SMILES: [Cl:1][CH2:2][C:3]([NH:5][NH:6][C:7]1[CH:8]=[CH:9][C:10]2[NH:15][C:14](=O)[C:13]([C:17]3[CH:22]=[CH:21][CH:20]=[CH:19][CH:18]=3)=[N:12][C:11]=2[N:23]=1)=O.P(Cl)(Cl)([Cl:26])=O>>[Cl:26][C:14]1[N:15]=[C:10]2[CH:9]=[CH:8][C:7]3=[N:6][N:5]=[C:3]([CH2:2][Cl:1])[N:23]3[C:11]2=[N:12][C:13]=1[C:17]1[CH:22]=[CH:21][CH:20]=[CH:19][CH:18]=1. Reported procedure: A mixture of 2-chloro-N′-(2-oxo-3-phenyl-1,2-dihydropyrido[2,3-b]pyrazin-6-yl)acetohydrazide (104) (230 mg, 0.698 mmol) and phosphoryl chloride (4 mL, 42.9 mmol) was heated under microwave irradiation at 150° C. for 1.5 hours. The solvent was evaporated, and the residue was diluted with EtOAc, washed with sat. NaHCO3, dried (MgSO4), filtered, and concentrated under reduced pressure to give 3-chloro-9-(chloromethyl)-2-phenyl[1,2,4]triazolo[4′,3′:1,6]pyrido[2,3-b]pyrazine (10-2).